Dataset: the Open Reaction Database (ORD), a public repository of structured organic reaction records. Task: describe an organic reaction: reactants, conditions, products, and yield Reactants: CNc1nc(NC2CCC(C(=O)O)CC2)nc(-c2ccccc2)n1, CN1CCOCC1, NCc1ccccc1C(F)(F)F, On1nnc2ccccc21. The product is CNc1nc(NC2CCC(C(=O)NCc3ccccc3C(F)(F)F)CC2)nc(-c2ccccc2)n1. Reaction SMILES: [CH3:1][NH:2][c:3]1[n:4][c:5]([NH:15][CH:16]2[CH2:17][CH2:18][CH:19]([C:22](=[O:23])[OH:24])[CH2:20][CH2:21]2)[n:6][c:7](-[c:9]2[cH:10][cH:11][cH:12][cH:13][cH:14]2)[n:8]1.[CH3:47][N:48]1[CH2:49][CH2:50][O:51][CH2:52][CH2:53]1.[F:25][C:26]([c:27]1[c:28]([CH2:33][NH2:34])[cH:29][cH:30][cH:31][cH:32]1)([F:35])[F:36].[OH:37][n:38]1[c:39]2[c:40]([cH:41][cH:42][cH:43][cH:44]2)[n:45][n:46]1>>[CH3:1][NH:2][c:3]1[n:4][c:5]([NH:15][CH:16]2[CH2:17][CH2:18][CH:19]([C:22](=[O:24])[NH:34][CH2:33][c:28]3[c:27]([C:26]([F:25])([F:35])[F:36])[cH:32][cH:31][cH:30][cH:29]3)[CH2:20][CH2:21]2)[n:6][c:7](-[c:9]2[cH:10][cH:11][cH:12][cH:13][cH:14]2)[n:8]1. The reactants are BrC(Br)(Br)Br, ClCCl, COC(=O)c1ccc(-c2ccc(OC)c(-c3ccc(C(F)(F)F)cc3CO)c2)c(C)c1, c1ccc(P(c2ccccc2)c2ccccc2)cc1. Product: COC(=O)c1ccc(-c2ccc(OC)c(-c3ccc(C(F)(F)F)cc3CBr)c2)c(C)c1. Reaction SMILES: [Br:32][C:33]([Br:34])([Br:35])[Br:36].[Cl:56][CH2:57][Cl:58].[OH:1][CH2:2][c:3]1[c:4](-[c:13]2[cH:14][c:15](-[c:21]3[c:22]([CH3:31])[cH:23][c:24]([C:27](=[O:28])[O:29][CH3:30])[cH:25][cH:26]3)[cH:16][cH:17][c:18]2[O:19][CH3:20])[cH:5][cH:6][c:7]([C:9]([F:10])([F:11])[F:12])[cH:8]1.[c:37]1([P:38]([c:39]2[cH:40][cH:41][cH:42][cH:43][cH:44]2)[c:45]2[cH:46][cH:47][cH:48][cH:49][cH:50]2)[cH:51][cH:52][cH:53][cH:54][cH:55]1>>[CH2:2]([c:3]1[c:4](-[c:13]2[cH:14][c:15](-[c:21]3[c:22]([CH3:31])[cH:23][c:24]([C:27](=[O:28])[O:29][CH3:30])[cH:25][cH:26]3)[cH:16][cH:17][c:18]2[O:19][CH3:20])[cH:5][cH:6][c:7]([C:9]([F:10])([F:11])[F:12])[cH:8]1)[Br:32]. The product is O=C1COc2ccc3c(c2N1)C(=O)CC3. Starting materials: CC(C)(C)[O-], Cc1ccccc1, Cl, [K+], CCOC(=O)COc1ccc2c(c1N)C(=O)CC2, O. Reaction SMILES: [CH3:19][C:20]([CH3:21])([O-:22])[CH3:23].[CH3:27][c:28]1[cH:29][cH:30][cH:31][cH:32][cH:33]1.[ClH:26].[K+:24].[NH2:1][c:2]1[c:3]2[c:7]([cH:8][cH:9][c:10]1[O:11][CH2:12][C:13](=[O:14])[O:15][CH2:16][CH3:17])[CH2:6][CH2:5][C:4]2=[O:18].[OH2:25]>>[NH:1]1[c:2]2[c:3]3[c:7]([cH:8][cH:9][c:10]2[O:11][CH2:12][C:13]1=[O:14])[CH2:6][CH2:5][C:4]3=[O:18]. Reactants: CCOc1ccc(CCN)cc1OC, CN1CCCC1=O, Cc1cc(C)c(-n2cnc3c(NCCCl)cc(C)nc32)c(C)c1. The product is CCOc1ccc(CCNCCNc2cc(C)nc3c2ncn3-c2c(C)cc(C)cc2C)cc1OC. Reaction SMILES: [CH2:24]([CH3:25])[O:26][c:27]1[c:28]([O:36][CH3:37])[cH:29][c:30]([CH2:31][CH2:32][NH2:33])[cH:34][cH:35]1.[CH3:38][N:39]1[CH2:40][CH2:41][CH2:42][C:43]1=[O:44].[Cl:1][CH2:2][CH2:3][NH:4][c:5]1[c:6]2[c:7]([n:8][c:9]([CH3:11])[cH:10]1)[n:12](-[c:15]1[c:16]([CH3:23])[cH:17][c:18]([CH3:22])[cH:19][c:20]1[CH3:21])[cH:13][n:14]2>>[CH2:2]([CH2:3][NH:4][c:5]1[c:6]2[c:7]([n:8][c:9]([CH3:11])[cH:10]1)[n:12](-[c:15]1[c:16]([CH3:23])[cH:17][c:18]([CH3:22])[cH:19][c:20]1[CH3:21])[cH:13][n:14]2)[NH:33][CH2:32][CH2:31][c:30]1[cH:29][c:28]([O:36][CH3:37])[c:27]([O:26][CH2:24][CH3:25])[cH:35][cH:34]1. The reactants are COc1ccc(COc2ccc(N)cc2)c(OC)c1, [Cl-], Cl, O=N[O-], [Na+], O, O, O. Product: COc1ccc(COc2ccc(NN)cc2)c(OC)c1, Cl. As a reaction SMILES: [CH3:1][O:2][c:3]1[c:4]([CH2:5][O:6][c:7]2[cH:8][cH:9][c:10]([NH2:11])[cH:12][cH:13]2)[cH:14][cH:15][c:16]([O:18][CH3:19])[cH:17]1.[Cl-:26].[ClH:28].[N:20]([O-:21])=[O:22].[Na+:23].[OH2:24].[OH2:25].[OH2:27]>>[CH3:1][O:2][c:3]1[c:4]([CH2:5][O:6][c:7]2[cH:8][cH:9][c:10]([NH:11][NH2:20])[cH:12][cH:13]2)[cH:14][cH:15][c:16]([O:18][CH3:19])[cH:17]1.[ClH:26]. The reactants are ClC=1C(=C(C(=C(C1)C(C)=O)O)CCC)O (1-(5-chloro-2,4-dihydroxy-3-propylphenyl)ethanone), C(C)OC(CCCOC=1CC(C(=CC1)C(C)=O)(CCC)OCCCCCBr)=O (4-[4-acetyl-3-[(5-bromopentyl)oxy]-3-propylphenoxy]butanoic acid ethyl ester), C([O-])([O-])=O.[K+].[K+] (potassium carbonate), CC(=O)C (acetone). Run in CN(C=O)C (dimethylformamide). Yields the product C(C)OC(CCCOC1=C(C(=C(C=C1)C(C)=O)OCCCCCOC1=C(C(=C(C=C1Cl)C(C)=O)O)CCC)CCC)=O (4-[4-acetyl-3-[5-(4-acetyl-6-chloro-3-hydroxy-2-propylphenoxy)pentyloxy]-2-propylphenoxy]butanoic acid ethyl ester). Yield: 38.0%. Reaction SMILES: [Cl:1][C:2]1[C:3]([OH:15])=[C:4]([CH2:12][CH2:13][CH3:14])[C:5]([OH:11])=[C:6]([C:8](=[O:10])[CH3:9])[CH:7]=1.[CH2:16]([O:18][C:19](=[O:43])[CH2:20][CH2:21][CH2:22][O:23][C:24]1[CH2:25][C:26]([O:36][CH2:37][CH2:38][CH2:39][CH2:40][CH2:41]Br)(CCC)[C:27]([C:30](=[O:32])[CH3:31])=[CH:28][CH:29]=1)[CH3:17].C(=O)([O-])[O-].[K+].[K+].[CH3:50][C:51]([CH3:53])=O>CN(C)C=O>[CH2:16]([O:18][C:19](=[O:43])[CH2:20][CH2:21][CH2:22][O:23][C:24]1[CH:29]=[CH:28][C:27]([C:30](=[O:32])[CH3:31])=[C:26]([O:36][CH2:37][CH2:38][CH2:39][CH2:40][CH2:41][O:15][C:3]2[C:2]([Cl:1])=[CH:7][C:6]([C:8](=[O:10])[CH3:9])=[C:5]([OH:11])[C:4]=2[CH2:12][CH2:13][CH3:14])[C:25]=1[CH2:50][CH2:51][CH3:53])[CH3:17] |f:2.3.4|. Procedure: A mixture of 0.990 g (0.0043 mole) of 1-(5-chloro-2,4-dihydroxy-3-propylphenyl)ethanone, 1.980 g (0.0043 mole) of 4-[4-acetyl-3-[(5-bromopentyl)oxy]-3-propylphenoxy]butanoic acid ethyl ester and 1.2 g (0.0087 mole) of anhydrous potassium carbonate in 40 ml of anhydrous acetone and 20 ml of anhydrous dimethylformamide was stirred at reflux for 22 hours. The reaction mixture was concentrated in vacuo and the residue was purified by HPLC using 25% ethyl acetate-hexane to give 1.008 g (38% yield) of...